From a dataset of the Open Reaction Database (ORD), a public repository of structured organic reaction records. describe an organic reaction: reactants, conditions, products, and yield Starting materials: Cc1cnc(Nc2cccc(CNC(=O)OC(C)(C)C)c2)s1, O=C(O)C(F)(F)F. The product is Cc1cnc(Nc2cccc(CN)c2)s1. As a reaction SMILES: [C:1]([O:2][C:3](=[O:4])[NH:8][CH2:9][c:10]1[cH:11][c:12]([NH:16][c:17]2[s:18][c:19]([CH3:22])[cH:20][n:21]2)[cH:13][cH:14][cH:15]1)([CH3:5])([CH3:6])[CH3:7].[OH:23][C:24]([C:25]([F:26])([F:27])[F:28])=[O:29]>>[NH2:8][CH2:9][c:10]1[cH:11][c:12]([NH:16][c:17]2[s:18][c:19]([CH3:22])[cH:20][n:21]2)[cH:13][cH:14][cH:15]1. The reactants are C(C)(C)(C)OC(=O)NC1=CC=C(C=C1)NC=1OCC(C1C(=O)OCC)=O (ethyl 2-({4-[(tert-butoxycarbonyl)amino]phenyl}amino)-4-oxo-4,5-dihydrofuran-3-carboxylate), N1C=C(C2=CC=CN=C12)C=O (7-azaindole-3-carboxaldehyde), N1CCCCC1 (piperidine). The solvent is C(C)O (ethanol). Yields the product N1C=C(C=2C1=NC=CC2)C=C2C(C(=C(O2)NC2=CC=C(C=C2)NC(=O)OC(C)(C)C)C(=O)OCC)=O (ethyl 5-[(1H-pyrrolo[2,3-b]pyridin-3-yl)methylene]-2-({4-[(tert-butoxycarbonyl)amino]phenyl}amino)-4-oxo-4,5-dihydrofuran-3-carboxylate). Reaction SMILES: [C:1]([O:5][C:6]([NH:8][C:9]1[CH:14]=[CH:13][C:12]([NH:15][C:16]2[O:17][CH2:18][C:19](=[O:26])[C:20]=2[C:21]([O:23][CH2:24][CH3:25])=[O:22])=[CH:11][CH:10]=1)=[O:7])([CH3:4])([CH3:3])[CH3:2].[NH:27]1[C:35]2[C:30](=[CH:31][CH:32]=[CH:33][N:34]=2)[C:29]([CH:36]=O)=[CH:28]1.N1CCCCC1>C(O)C>[NH:27]1[C:35]2=[N:34][CH:33]=[CH:32][CH:31]=[C:30]2[C:29]([CH:36]=[C:18]2[O:17][C:16]([NH:15][C:12]3[CH:13]=[CH:14][C:9]([NH:8][C:6]([O:5][C:1]([CH3:4])([CH3:3])[CH3:2])=[O:7])=[CH:10][CH:11]=3)=[C:20]([C:21]([O:23][CH2:24][CH3:25])=[O:22])[C:19]2=[O:26])=[CH:28]1. Reported procedure: To a solution of ethyl 2-({4-[(tert-butoxycarbonyl)amino]phenyl}amino)-4-oxo-4,5-dihydrofuran-3-carboxylate (0.32 g, 0.88 mmol) which similarly prepared according to the procedure described in the Example 4, First step and 7-azaindole-3-carboxaldehyde (0.13 g, 0.88 mmol) in ethanol (5.0 mL), piperidine (0.18 mL, 1.8 mmol) was added at ambient temperature. The mixture was refluxed for 16 h. Cooled to ambient temperature, the precipitate was collected by filtration, washed with ethanol then dried ... The reactants are COC(C[C@@H]1COC2=C1C=CC(=C2)O[C@@H]2CCC1=C(C(=CC=C21)C#N)Br)=O ({(S)-6-[(R)-4-bromo-5-cyano-indan-1-yloxy]-2,3-dihydro-benzofuran-3-yl}-acetic acid methyl ester), CSC1=CC=C(CBr)C=C1 (4-methylsulfanyl-benzyl bromide), Intermediate 7. Yields the product COC(C[C@@H]1COC2=C1C=CC(=C2)O[C@@H]2CCC1=C(C(=CC=C21)C#N)CC2=CC=C(C=C2)SC)=O ({(S)-6-[(R)-5-cyano-4-(4-methylsulfanyl-benzyl)-indan-1-yloxy]-2,3-dihydro-benzofuran-3-yl}-acetic acid methyl ester). Reaction SMILES: [CH3:1][O:2][C:3](=[O:27])[CH2:4][C@H:5]1[C:9]2[CH:10]=[CH:11][C:12]([O:14][C@H:15]3[C:23]4[C:18](=[C:19](Br)[C:20]([C:24]#[N:25])=[CH:21][CH:22]=4)[CH2:17][CH2:16]3)=[CH:13][C:8]=2[O:7][CH2:6]1.[CH3:28][S:29][C:30]1[CH:37]=[CH:36][C:33]([CH2:34]Br)=[CH:32][CH:31]=1>>[CH3:1][O:2][C:3](=[O:27])[CH2:4][C@H:5]1[C:9]2[CH:10]=[CH:11][C:12]([O:14][C@H:15]3[C:23]4[C:18](=[C:19]([CH2:34][C:33]5[CH:36]=[CH:37][C:30]([S:29][CH3:28])=[CH:31][CH:32]=5)[C:20]([C:24]#[N:25])=[CH:21][CH:22]=4)[CH2:17][CH2:16]3)=[CH:13][C:8]=2[O:7][CH2:6]1. Procedure: The title compound is prepared from {(S)-6-[(R)-4-bromo-5-cyano-indan-1-yloxy]-2,3-dihydro-benzofuran-3-yl}-acetic acid methyl ester and 4-methylsulfanyl-benzyl bromide following a procedure analogous to that described for Intermediate 7. LC (method 4): tR=1.12 min; Mass spectrum (ESI+): m/z=508 [M+Na]+. Reactants: O=S(=O)(Cl)Cc1ccccc1Cl, N#Cc1ccc(-c2cncc(N)c2)cc1Cl, c1ccncc1. Yields the product N#Cc1ccc(-c2cncc(NS(=O)(=O)Cc3ccccc3Cl)c2)cc1Cl. RXN SMILES: [Cl:17][c:18]1[c:19]([CH2:24][S:25](=[O:26])(=[O:27])[Cl:28])[cH:20][cH:21][cH:22][cH:23]1.[NH2:1][c:2]1[cH:3][c:4](-[c:8]2[cH:9][c:10]([Cl:16])[c:11]([C:12]#[N:13])[cH:14][cH:15]2)[cH:5][n:6][cH:7]1.[cH:29]1[cH:30][cH:31][n:32][cH:33][cH:34]1>>[NH:1]([c:2]1[cH:3][c:4](-[c:8]2[cH:9][c:10]([Cl:16])[c:11]([C:12]#[N:13])[cH:14][cH:15]2)[cH:5][n:6][cH:7]1)[S:25]([CH2:24][c:19]1[c:18]([Cl:17])[cH:23][cH:22][cH:21][cH:20]1)(=[O:26])=[O:27].